From a dataset of the Open Reaction Database (ORD), a public repository of structured organic reaction records. describe an organic reaction: reactants, conditions, products, and yield Reactants: Cl (hydrochloric acid), [OH-].[Na+] (sodium hydroxide), C(#N)CC1(OC2=C(C1)C(=CC(=C2C)C)C)C (2-cyanomethyl-2,4,6,7-tetramethyl-2,3-dihydrobenzofuran), O (water). Run in CO (methanol). Yields the product CC1(OC2=C(C1)C(=CC(=C2C)C)C)CC(=O)O (2,4,6,7-Tetramethyl-2,3-dihydrobenzofuran-2-yl acetic acid). Yield: 79.9%. Reaction SMILES: [OH-:1].[Na+].[C:3]([CH2:5][C:6]1([CH3:18])[CH2:10][C:9]2[C:11]([CH3:17])=[CH:12][C:13]([CH3:16])=[C:14]([CH3:15])[C:8]=2[O:7]1)#N.Cl.[OH2:20]>CO>[CH3:18][C:6]1([CH2:5][C:3]([OH:20])=[O:1])[CH2:10][C:9]2[C:11]([CH3:17])=[CH:12][C:13]([CH3:16])=[C:14]([CH3:15])[C:8]=2[O:7]1 |f:0.1|. Reported procedure: A solution of sodium hydroxide (12.0 g, 300 mmol) in water (30 ml) was added to a solution of 2-cyanomethyl-2,4,6,7-tetramethyl-2,3-dihydrobenzofuran (6.9 g, 32.1 mmol) in methanol (30 ml) and the mixture was heated under reflux for 18 hours. The reaction mixture was made weakly acidic with 6N hydrochloric acid and the product was extracted with ethyl acetate. The extract was washed with water, dried and concentrated. The residue was crystallized from ethyl acetate-hexane to obtain the desired c... Reactants: C(C1=CC=CC=C1)N1C(N(CC1)[C@H](C(=O)O)C(C)(C)C)=O ((2S)-2-(3-benzyl-2-oxo-1-imidazolidinyl)-3,3-dimethylbutanoic acid), CCOP(=O)(OCC)ON1C(=O)C2=C(C=CC=C2)N=N1 (DEPBT), C(C)(C)N(C(C)C)CC (N,N-diisopropylethylamine), N[C@H]([C@H](C[C@H](CC1=CC=C(C=C1)C1=NC=CC=C1)NC(=O)[C@H](C(C)(C)C)NC(OC)=O)O)CC1=CC=CC=C1 (methyl(1S)-1-[({(1S,3S,4S)-4-amino-3-hydroxy-5-phenyl-1-[4-(2-pyridinyl)benzyl]pentyl}amino)carbonyl]-2,2-dimethylpropylcarbamate). The solvent is C1CCOC1 (THF). Conditions: temperature 25 celsius, time 16 hour. Yields the product C(C1=CC=CC=C1)N1C(N(CC1)[C@H](C(=O)N[C@H]([C@H](C[C@H](CC1=CC=C(C=C1)C1=NC=CC=C1)NC(=O)[C@H](C(C)(C)C)NC(OC)=O)O)CC1=CC=CC=C1)C(C)(C)C)=O (methyl(1S)-1-[({(1S,3S,4S)-4-{[(2S)-2-(3-benzyl-2-oxo-1-imidazolidinyl)-3,3-dimethylbutanoyl]amino}-3-hydroxy-5-phenyl-1-[4-(2-pyridinyl)benzyl]pentyl}amino)carbonyl]-2,2-dimethylpropylcarbamate). The yield is 72.5%. Reaction SMILES: [NH2:1][C@@H:2]([CH2:33][C:34]1[CH:39]=[CH:38][CH:37]=[CH:36][CH:35]=1)[C@@H:3]([OH:32])[CH2:4][C@@H:5]([NH:19][C:20]([C@@H:22]([NH:27][C:28](=[O:31])[O:29][CH3:30])[C:23]([CH3:26])([CH3:25])[CH3:24])=[O:21])[CH2:6][C:7]1[CH:12]=[CH:11][C:10]([C:13]2[CH:18]=[CH:17][CH:16]=[CH:15][N:14]=2)=[CH:9][CH:8]=1.[CH2:40]([N:47]1[CH2:51][CH2:50][N:49]([C@@H:52]([C:56]([CH3:59])([CH3:58])[CH3:57])[C:53](O)=[O:54])[C:48]1=[O:60])[C:41]1[CH:46]=[CH:45][CH:44]=[CH:43][CH:42]=1.CCOP(ON1N=NC2C=CC=CC=2C1=O)(OCC)=O.C(N(CC)C(C)C)(C)C>C1COCC1>[CH2:40]([N:47]1[CH2:51][CH2:50][N:49]([C@@H:52]([C:56]([CH3:58])([CH3:57])[CH3:59])[C:53]([NH:1][C@@H:2]([CH2:33][C:34]2[CH:35]=[CH:36][CH:37]=[CH:38][CH:39]=2)[C@@H:3]([OH:32])[CH2:4][C@@H:5]([NH:19][C:20]([C@@H:22]([NH:27][C:28](=[O:31])[O:29][CH3:30])[C:23]([CH3:26])([CH3:25])[CH3:24])=[O:21])[CH2:6][C:7]2[CH:12]=[CH:11][C:10]([C:13]3[CH:18]=[CH:17][CH:16]=[CH:15][N:14]=3)=[CH:9][CH:8]=2)=[O:54])[C:48]1=[O:60])[C:41]1[CH:42]=[CH:43][CH:44]=[CH:45][CH:46]=1. Reported procedure: A solution containing the product from Example 2C (1.09 g, 2.05 mmol) in THF (20 mL) was treated with the product from Example 70A (0.71 g, 2.45 mmol), DEPBT (1.0 g, 3.34 mmol), and N,N-diisopropylethylamine (2.0 mL, 11.5 mmol), stirred at 25° C. for 16 hours, and partitioned between ethyl acetate and 10% Na2CO3 solution. The organic phase was washed with additional 10% Na2CO3 solution and brine, dried over MgSO4, filtered and concentrated. The residue was chromatographed on silica gel eluting w... Reactants: CC(C)(C)c1ccc(N)cc1, CN(C)S(=O)(=O)c1cccnc1-c1ccc(C(=O)O)cc1, Cc1ccccc1, CN(C)c1ccncc1, ClCCl, CN(C)C=O, O, c1ccncc1. The product is CN(C)S(=O)(=O)c1cccnc1-c1ccc(C(=O)Nc2ccc(C(C)(C)C)cc2)cc1. Reaction SMILES: [C:33]([CH3:34])([CH3:35])([CH3:36])[c:37]1[cH:38][cH:39][c:40]([NH2:41])[cH:42][cH:43]1.[CH3:1][N:2]([S:3](=[O:4])(=[O:5])[c:6]1[c:7](-[c:12]2[cH:13][cH:14][c:15]([C:16](=[O:17])[OH:18])[cH:19][cH:20]2)[n:8][cH:9][cH:10][cH:11]1)[CH3:21].[CH3:47][c:48]1[cH:49][cH:50][cH:51][cH:52][cH:53]1.[CH3:54][N:55]([c:56]1[cH:57][cH:58][n:59][cH:60][cH:61]1)[CH3:62].[Cl:44][CH2:45][Cl:46].[O:22]=[CH:23][N:24]([CH3:25])[CH3:26].[OH2:63].[cH:27]1[cH:28][cH:29][n:30][cH:31][cH:32]1>>[CH3:1][N:2]([S:3](=[O:4])(=[O:5])[c:6]1[c:7](-[c:12]2[cH:13][cH:14][c:15]([C:16](=[O:18])[NH:41][c:40]3[cH:39][cH:38][c:37]([C:33]([CH3:34])([CH3:35])[CH3:36])[cH:43][cH:42]3)[cH:19][cH:20]2)[n:8][cH:9][cH:10][cH:11]1)[CH3:21]. The reactants are [Ag+], F[B-](F)(F)F, Cn1nc(CBr)c([N+](=O)[O-])c1Cl, COCCO. Yields the product COCCOCc1nn(C)c(Cl)c1[N+](=O)[O-]. As a reaction SMILES: [Ag+:23].[B-:18]([F:19])([F:20])([F:21])[F:22].[Br:1][CH2:2][c:3]1[n:4][n:5]([CH3:12])[c:6]([Cl:11])[c:7]1[N+:8](=[O:9])[O-:10].[CH3:13][O:14][CH2:15][CH2:16][OH:17]>>[CH2:2]([c:3]1[n:4][n:5]([CH3:12])[c:6]([Cl:11])[c:7]1[N+:8](=[O:9])[O-:10])[O:17][CH2:16][CH2:15][O:14][CH3:13]. The reactants are CC(C)O, CC(C)NC(=O)N1CCC(Cc2ccc(N)cc2)CC1, ClC1=NCCN1, O=S(=O)(O)O. The product is CC(C)NC(=O)N1CCC(Cc2ccc(NC3=NCCN3)cc2)CC1. Reaction SMILES: [CH3:32][CH:33]([OH:34])[CH3:35].[CH:1]([CH3:2])([CH3:3])[NH:4][C:5](=[O:6])[N:7]1[CH2:8][CH2:9][CH:10]([CH2:13][c:14]2[cH:15][cH:16][c:17]([NH2:20])[cH:18][cH:19]2)[CH2:11][CH2:12]1.[Cl:26][C:27]1=[N:31][CH2:30][CH2:29][NH:28]1.[S:21]([OH:22])([OH:23])(=[O:24])=[O:25]>>[CH:1]([CH3:2])([CH3:3])[NH:4][C:5](=[O:6])[N:7]1[CH2:8][CH2:9][CH:10]([CH2:13][c:14]2[cH:15][cH:16][c:17]([NH:20][C:27]3=[N:28][CH2:29][CH2:30][NH:31]3)[cH:18][cH:19]2)[CH2:11][CH2:12]1. Reactants: [Al+3], CN(CCC(=O)Nc1ccc2[nH]ncc2c1)Cc1ccccc1, [H-], [H-], [H-], [H-], [Li+], C1CCOC1, O. Product: CN(CCCNc1ccc2[nH]ncc2c1)Cc1ccccc1. As a reaction SMILES: [Al+3:2].[CH2:7]([c:8]1[cH:9][cH:10][cH:11][cH:12][cH:13]1)[N:14]([CH2:15][CH2:16][C:17](=[O:18])[NH:19][c:20]1[cH:21][c:22]2[cH:23][n:24][nH:25][c:26]2[cH:27][cH:28]1)[CH3:29].[H-:1].[H-:4].[H-:5].[H-:6].[Li+:3].[O:31]1[CH2:32][CH2:33][CH2:34][CH2:35]1.[OH2:30]>>[CH2:7]([c:8]1[cH:9][cH:10][cH:11][cH:12][cH:13]1)[N:14]([CH2:15][CH2:16][CH2:17][NH:19][c:20]1[cH:21][c:22]2[cH:23][n:24][nH:25][c:26]2[cH:27][cH:28]1)[CH3:29]. The reactants are C[C@@]12CCC[C@H]1[C@@H]1CC[C@@H]3C[C@@H](CC[C@]3(C)[C@H]1CC2)O (5β-androstane-3α-ol), CC([C@H]1CC[C@H]2[C@@H]3CC[C@H]4CC(CC[C@]4(C)[C@H]3CC[C@]12C)O)=O (5α-pregnane-3-ol -20-one). Yields the product C[C@@]12CCC[C@H]1[C@@H]1CC[C@@H]3CC(CC[C@]3(C)[C@H]1CC2)=O (5β-androstane-3-one). Isolated yield 98.8%. RXN SMILES: [CH3:1][C@:2]12[CH2:19][CH2:18][C@H:17]3[C@@H:7]([CH2:8][CH2:9][C@H:10]4[C@:15]3([CH3:16])[CH2:14][CH2:13][C@@H:12]([OH:20])[CH2:11]4)[C@@H:6]1[CH2:5][CH2:4][CH2:3]2.CC(=O)[C@@H]1[C@]2(C)[C@H]([C@H]3[C@H](CC2)[C@]2(C)[C@H](CC(O)CC2)CC3)CC1>>[CH3:1][C@:2]12[CH2:19][CH2:18][C@H:17]3[C@@H:7]([CH2:8][CH2:9][C@H:10]4[C@:15]3([CH3:16])[CH2:14][CH2:13][C:12](=[O:20])[CH2:11]4)[C@@H:6]1[CH2:5][CH2:4][CH2:3]2. Procedure details: Using the same process, 5β-androstane-3α-ol and 5α-pregnane-3-ol -20-one were oxidized to obtain a 98.8% yield of 5β-androstane-3-one and a 94.3% yield of 5α-pregnane-3,20 -dione respectively.